describe an organic reaction: reactants, conditions, products, and yield From a dataset of the Open Reaction Database (ORD), a public repository of structured organic reaction records. Reactants: C(C)(C)(C)S(=O)N[C@@H](C=1N=NN(C1)C(C(=O)O)(C)C)C1=NC=C(C=C1)OCC(F)(F)F (2-(4-{(S)-[(tert-butylsulfinyl)amino][5-(2,2,2-trifluoroethoxy)pyridin-2-yl]methyl}-1H-1,2,3-triazol-1-yl)-2-methylpropanoic acid), [Si](C)(C)(C)C=[N+]=[N-] (TMS-diazomethane). Run in C1(=CC=CC=C1)C (toluene), CO (MeOH), hexanes. Conditions: time 4 hour. Yields the product C(C)(C)(C)S(=O)N[C@@H](C=1N=NN(C1)C(C(=O)OC)(C)C)C1=NC=C(C=C1)OCC(F)(F)F (methyl 2-(4-{(S)-[(tert-butylsulfinyl)amino][5-(2,2,2-trifluoroethoxy)pyridin-2-yl]methyl}-1H-1,2,3-triazol-1-yl)-2-methylpropanoate). Yield: 38.7%. Reaction SMILES: [C:1]([S:5]([NH:7][C@H:8]([C:20]1[CH:25]=[CH:24][C:23]([O:26][CH2:27][C:28]([F:31])([F:30])[F:29])=[CH:22][N:21]=1)[C:9]1[N:10]=[N:11][N:12]([C:14]([CH3:19])([CH3:18])[C:15]([OH:17])=[O:16])[CH:13]=1)=[O:6])([CH3:4])([CH3:3])[CH3:2].[Si](C=[N+]=[N-])(C)(C)[CH3:33]>C1(C)C=CC=CC=1.CO>[C:1]([S:5]([NH:7][C@H:8]([C:20]1[CH:25]=[CH:24][C:23]([O:26][CH2:27][C:28]([F:30])([F:29])[F:31])=[CH:22][N:21]=1)[C:9]1[N:10]=[N:11][N:12]([C:14]([CH3:19])([CH3:18])[C:15]([O:17][CH3:33])=[O:16])[CH:13]=1)=[O:6])([CH3:2])([CH3:3])[CH3:4]. Reported procedure: To a solution of 0.30 g (0.65 mmol) 2-(4-{(S)-[(tert-butylsulfinyl)amino][5-(2,2,2-trifluoroethoxy)pyridin-2-yl]methyl}-1H-1,2,3-triazol-1-yl)-2-methylpropanoic acid in 2.5 ml toluene and 0.81 ml MeOH at rt was added 1.3 ml (2.6 mmol) 2.0 M TMS-diazomethane in hexanes. After 4 h at room temperature, the reaction mixture was concentrated in vacuo. Purification by flash chromatography (silica gel, linear gradient 0-15% MeOH in CH2Cl2) afforded 0.12 g (38%) methyl 2-(4-{(S)-[(tert-butylsulfinyl)ami... Starting materials: COC=1C=C2C(CCOC2=CC1)=O (6-methoxy-2,3-dihydro-4H-chromen-4-one), C(=O)([O-])[O-].[Na+].[Na+] (Na2CO3). The solvent is Br (HBr), CC(=O)O (HOAc). The product is OC=1C=C2C(CCOC2=CC1)=O (6-Hydroxy-2,3-dihydro-4H-chromen-4-one). Reaction SMILES: C[O:2][C:3]1[CH:4]=[C:5]2[C:10](=[CH:11][CH:12]=1)[O:9][CH2:8][CH2:7][C:6]2=[O:13].C([O-])([O-])=O.[Na+].[Na+]>Br.CC(O)=O>[OH:2][C:3]1[CH:4]=[C:5]2[C:10](=[CH:11][CH:12]=1)[O:9][CH2:8][CH2:7][C:6]2=[O:13] |f:1.2.3|. Procedure: A solution of 6-methoxy-2,3-dihydro-4H-chromen-4-one in 48% aqueous HBr (250 mL) and HOAc (250 mL) was heated to 75° C. for 6 hours. The reaction mixture was cooled, adjusted to pH≈5 by the addition of saturated aqueous Na2CO3 and extracted with CHCl3 (2×75 mL). The combined organic extracts were dried over MgSO4, filtered, and concentrated in vacuo to give the desired compound. Reactants: CC(=CC(=O)O)C (3,3-dimethylacrylic acid), C(C)O (ethanol). The product is CC(=CC(=O)OCC)C (ethyl 3-methyl-2-butenoate). As a reaction SMILES: [CH3:1][C:2]([CH3:7])=[CH:3][C:4]([OH:6])=[O:5].[CH2:8](O)[CH3:9]>>[CH3:1][C:2]([CH3:7])=[CH:3][C:4]([O:6][CH2:8][CH3:9])=[O:5]. Reported procedure: Ten grams 3,3-dimethylacrylic acid was dissolved in 100 ml absolute ethanol and 0.5 ml concentrated (37% approx.) hydrochloric acid added. The reaction mix was refluxed for 24 to 48 hours with a Dean-Stark trap filled with activated molecular sieves inserted between the reaction vessel and the condenser. After cooling, the solvent was removed by rotary evaporation under reduced pressure at 50° C. to yield 6.3 g of a cloudy, yellow oil (ethyl 3-methyl-2-butenoate.) The reactants are CC(C)(C)OC(=O)N1CCC(n2cc(-c3cnc(N)c(B4OC(C)(C)C(C)(C)O4)c3)cn2)CC1, O=C([O-])[O-], C1COCCO1, Cc1c(OS(=O)(=O)C(F)(F)F)ncc2ccccc12, [Cs+], [Cs+], O, c1ccc(P(c2ccccc2)(c2ccccc2)[Pd](P(c2ccccc2)(c2ccccc2)c2ccccc2)(P(c2ccccc2)(c2ccccc2)c2ccccc2)P(c2ccccc2)(c2ccccc2)c2ccccc2)cc1. Product: Cc1c(-c2cc(-c3cnn(C4CCN(C(=O)OC(C)(C)C)CC4)c3)cnc2N)ncc2ccccc12. RXN SMILES: [C:1]([CH3:2])([CH3:3])([CH3:4])[O:5][C:6](=[O:7])[N:8]1[CH2:9][CH2:10][CH:11]([n:14]2[n:15][cH:16][c:17](-[c:19]3[cH:20][n:21][c:22]([NH2:34])[c:23]([B:25]4[O:26][C:27]([CH3:28])([CH3:29])[C:30]([CH3:31])([CH3:32])[O:33]4)[cH:24]3)[cH:18]2)[CH2:12][CH2:13]1.[C:60](=[O:61])([O-:62])[O-:63].[CH2:54]1[O:55][CH2:56][CH2:57][O:58][CH2:59]1.[CH3:35][c:36]1[c:37]([O:46][S:47]([C:48]([F:49])([F:50])[F:51])(=[O:52])=[O:53])[n:38][cH:39][c:40]2[cH:41][cH:42][cH:43][cH:44][c:45]12.[Cs+:64].[Cs+:65].[OH2:66].[cH:67]1[cH:68][cH:69][c:70]([P:71]([Pd:72]([P:73]([c:74]2[cH:75][cH:76][cH:77][cH:78][cH:79]2)([c:80]2[cH:81][cH:82][cH:83][cH:84][cH:85]2)[c:86]2[cH:87][cH:88][cH:89][cH:90][cH:91]2)([P:92]([c:93]2[cH:94][cH:95][cH:96][cH:97][cH:98]2)([c:99]2[cH:100][cH:101][cH:102][cH:103][cH:104]2)[c:105]2[cH:106][cH:107][cH:108][cH:109][cH:110]2)[P:111]([c:112]2[cH:113][cH:114][cH:115][cH:116][cH:117]2)([c:118]2[cH:119][cH:120][cH:121][cH:122][cH:123]2)[c:124]2[cH:125][cH:126][cH:127][cH:128][cH:129]2)([c:130]2[cH:131][cH:132][cH:133][cH:134][cH:135]2)[c:136]2[cH:137][cH:138][cH:139][cH:140][cH:141]2)[cH:142][cH:143]1>>[C:1]([CH3:2])([CH3:3])([CH3:4])[O:5][C:6](=[O:7])[N:8]1[CH2:9][CH2:10][CH:11]([n:14]2[n:15][cH:16][c:17](-[c:19]3[cH:20][n:21][c:22]([NH2:34])[c:23](-[c:37]4[c:36]([CH3:35])[c:45]5[c:40]([cH:39][n:38]4)[cH:41][cH:42][cH:43][cH:44]5)[cH:24]3)[cH:18]2)[CH2:12][CH2:13]1. Reactants: CC1(OB(OC1(C)C)C=1C=C2C(=NC1)NC=C2)C (5-(4,4,5,5-tetramethyl-1,3,2-dioxaborolan-2-yl)-1H-pyrrolo[2,3-b]pyridine), ClC=1N=C(C2=C(N1)C=C(S2)I)N2CCOCC2 (2-Chloro-6-iodo-4-morpholinothieno[3,2-d]pyrimidine), C1(=CC=CC=C1)B(O)O (phenylboronic acid). The reagents and catalysts are Cl[Pd]([P](C1=CC=CC=C1)(C2=CC=CC=C2)C3=CC=CC=C3)([P](C4=CC=CC=C4)(C5=CC=CC=C5)C6=CC=CC=C6)Cl (bis(triphenylphosphine)palladium(II) dichloride), Cl[Pd]([P](C1=CC=CC=C1)(C2=CC=CC=C2)C3=CC=CC=C3)([P](C4=CC=CC=C4)(C5=CC=CC=C5)C6=CC=CC=C6)Cl (bis(triphenylphosphine)palladium(II) dichloride). Run in C(=O)([O-])[O-].[Na+].[Na+] (Na2CO3), C(C)#N (acetonitrile). Reaction conditions: temperature 150 celsius. The product is O1CCN(CC1)C=1C2=C(N=C(N1)C=1C=C3C(=NC1)NC=C3)C=C(S2)C2=CC=CC=C2 (4-morpholino-6-phenyl-2-(1H-pyrrolo[2,3-b]pyridin-5-yl)thieno[3,2-d]pyrimidine). As a reaction SMILES: Cl[C:2]1[N:3]=[C:4]([N:12]2[CH2:17][CH2:16][O:15][CH2:14][CH2:13]2)[C:5]2[S:10][C:9](I)=[CH:8][C:6]=2[N:7]=1.[C:18]1(B(O)O)[CH:23]=[CH:22][CH:21]=[CH:20][CH:19]=1.CC1(C)C(C)(C)OB([C:35]2[CH:36]=[C:37]3[CH:43]=[CH:42][NH:41][C:38]3=[N:39][CH:40]=2)O1>C([O-])([O-])=O.[Na+].[Na+].C(#N)C.Cl[Pd](Cl)([P](C1C=CC=CC=1)(C1C=CC=CC=1)C1C=CC=CC=1)[P](C1C=CC=CC=1)(C1C=CC=CC=1)C1C=CC=CC=1>[O:15]1[CH2:16][CH2:17][N:12]([C:4]2[C:5]3[S:10][C:9]([C:18]4[CH:23]=[CH:22][CH:21]=[CH:20][CH:19]=4)=[CH:8][C:6]=3[N:7]=[C:2]([C:35]3[CH:36]=[C:37]4[CH:43]=[CH:42][NH:41][C:38]4=[N:39][CH:40]=3)[N:3]=2)[CH2:13][CH2:14]1 |f:3.4.5,^1:56,75|. Procedure details: 2-Chloro-6-iodo-4-morpholinothieno[3,2-d]pyrimidine 19 from Example 12 (0.2 g, 0.6 mmol), phenylboronic acid (70 mg, 0.6 mmol), and bis(triphenylphosphine)palladium(II) dichloride (20 mg, 30 μmol) in 1 M aqueous Na2CO3 (1 mL) and acetonitrile (1 mL) were heated to 100° C. in a sealed microwave reactor for 10 min. Upon completion, 5-(4,4,5,5-tetramethyl-1,3,2-dioxaborolan-2-yl)-1H-pyrrolo[2,3-b]pyridine (210 mg, 0.87 mmol) and bis(triphenylphosphine)palladium(II) dichloride (20 mg, 30 mop were ad... Product: C[C@]12[C@H]3CC[C@@]4([C@H](CC=C4[C@@H]3CC[C@@H]2C[C@H](CC1)OC([C@H](C)N)=O)C=1C=CC(OC1)=O)C ((S)-((3S,5R,8R,9S,10S,13R,17S)-10,13-dimethyl-17-(2-oxo-2H-pyran-5-yl)-2,3,4,5,6,7,8,9,10,11,12,13,16,17-tetradecahydro-1H-cyclopenta[a]phenanthren-3-yl)-2-aminopropanoate). Conditions: time 2 hour. RXN SMILES: C(OC([NH:8][C@@H:9]([CH3:40])[C:10]([O:12][C@@H:13]1[CH2:29][C@@H:28]2[C@@:16]([CH3:39])([C@@H:17]3[C@@H:25]([CH2:26][CH2:27]2)[C@:24]2(O)[C@@:20]([CH3:38])([C@@H:21]([C:31]4[CH:32]=[CH:33][C:34](=[O:37])[O:35][CH:36]=4)[CH2:22][CH2:23]2)[CH2:19][CH2:18]3)[CH2:15][CH2:14]1)=[O:11])=O)(C)(C)C.Cl>CCOC(C)=O>[CH3:39][C@:16]12[CH2:15][CH2:14][C@H:13]([O:12][C:10](=[O:11])[C@@H:9]([NH2:8])[CH3:40])[CH2:29][C@H:28]1[CH2:27][CH2:26][C@@H:25]1[C@@H:17]2[CH2:18][CH2:19][C@@:20]2([CH3:38])[C:24]1=[CH:23][CH2:22][C@@H:21]2[C:31]1[CH:32]=[CH:33][C:34](=[O:37])[O:35][CH:36]=1. Procedure details: To a solution of (S)-((3S,5R,8R,9S,10S,13R,14S,17R)-14-hydroxy-10,13-dimethyl-17-(2-oxo-2H-pyran-5-yl) hexadecahydro-1H-cyclopenta[a]phenanthren-3-yl) 2-(tert-butoxy carbonylamino)propanoate (35 mg, 0.063 mmol, 1 eq) in EtOAc (3 mL) was added HCl (4 M in EtOAc, 3 mL) in drops at 0° C. The resulting mixture was warmed to room temperature after 30 min and stirred for 2 h. The mixture was quenched with saturated NaHCO3 solution and extracted with EtOAc (20 mL×3). The organic layer was washed with H... Run in CCOC(=O)C (EtOAc). Starting materials: C(C)(C)(C)OC(=O)N[C@H](C(=O)O[C@H]1CC[C@@]2([C@H]3CC[C@@]4([C@H](CC[C@@]4([C@@H]3CC[C@@H]2C1)O)C=1C=CC(OC1)=O)C)C)C ((S)-((3S,5R,8R,9S,10S,13R,14S,17R)-14-hydroxy-10,13-dimethyl-17-(2-oxo-2H-pyran-5-yl) hexadecahydro-1H-cyclopenta[a]phenanthren-3-yl) 2-(tert-butoxy carbonylamino)propanoate), Cl (HCl).